Dataset: the Open Reaction Database (ORD), a public repository of structured organic reaction records. Task: describe an organic reaction: reactants, conditions, products, and yield Reactants: Cl, COC(=O)c1ccc(-c2nnc(-c3ccc(C(F)(F)F)cc3)o2)cc1, [Na+], C1CCOC1, [OH-]. Product: O=C(O)c1ccc(-c2nnc(-c3ccc(C(F)(F)F)cc3)o2)cc1. As a reaction SMILES: [ClH:28].[F:1][C:2]([c:3]1[cH:4][cH:5][c:6](-[c:9]2[n:10][n:11][c:12](-[c:14]3[cH:15][cH:16][c:17]([C:18](=[O:19])[O:20][CH3:21])[cH:22][cH:23]3)[o:13]2)[cH:7][cH:8]1)([F:24])[F:25].[Na+:27].[O:29]1[CH2:30][CH2:31][CH2:32][CH2:33]1.[OH-:26]>>[F:1][C:2]([c:3]1[cH:4][cH:5][c:6](-[c:9]2[n:10][n:11][c:12](-[c:14]3[cH:15][cH:16][c:17]([C:18](=[O:19])[OH:20])[cH:22][cH:23]3)[o:13]2)[cH:7][cH:8]1)([F:24])[F:25]. Reactants: CC(C)(C)C(=O)Oc1cccc([N+](=O)[O-])c1, ClCCl. Product: CC(C)(C)C(=O)Oc1cccc(N)c1. Reaction SMILES: [C:1]([C:2]([CH3:3])([CH3:4])[CH3:5])(=[O:6])[O:7][c:8]1[cH:9][c:10]([N+:14]([O-:15])=[O:16])[cH:11][cH:12][cH:13]1.[Cl:17][CH2:18][Cl:19]>>[C:1]([C:2]([CH3:3])([CH3:4])[CH3:5])(=[O:6])[O:7][c:8]1[cH:9][c:10]([NH2:14])[cH:11][cH:12][cH:13]1. The reactants are C(C1=CC=CC=C1)(=O)Cl (Benzoyl chloride), OCC(=O)[C@H]1N(CCC1)C(=O)[C@H]1N(CCC1)C(=O)NCC1=CC=C(C=C1)C ((S)-2-[[(S)-2-(hydroxyacetyl)-1-pyrrolidinyl]carbonyl]-N-[(4-methylphenyl)methyl]-1-pyrrolidinecarboxamide), S(=O)(=O)(O)[O-].[K+] (potassium hydrogensulfate). Solvent: N1=CC=CC=C1 (pyridine). The product is C(C1=CC=CC=C1)(=O)OCC(=O)[C@H]1N(CCC1)C(=O)[C@H]1N(CCC1)C(=O)NCC1=CC=C(C=C1)C ((S)-2-[[(S)-2-(Benzoyloxyacetyl)-1-pyrrolidinyl]carbonyl]-N-[(4methylphenyl)methyl]-1-pyrrolidinecarboxamide). Reaction SMILES: [C:1](Cl)(=[O:8])[C:2]1[CH:7]=[CH:6][CH:5]=[CH:4][CH:3]=1.[OH:10][CH2:11][C:12]([C@@H:14]1[CH2:18][CH2:17][CH2:16][N:15]1[C:19]([C@@H:21]1[CH2:25][CH2:24][CH2:23][N:22]1[C:26]([NH:28][CH2:29][C:30]1[CH:35]=[CH:34][C:33]([CH3:36])=[CH:32][CH:31]=1)=[O:27])=[O:20])=[O:13].S([O-])(O)(=O)=O.[K+]>N1C=CC=CC=1>[C:1]([O:10][CH2:11][C:12]([C@@H:14]1[CH2:18][CH2:17][CH2:16][N:15]1[C:19]([C@@H:21]1[CH2:25][CH2:24][CH2:23][N:22]1[C:26]([NH:28][CH2:29][C:30]1[CH:35]=[CH:34][C:33]([CH3:36])=[CH:32][CH:31]=1)=[O:27])=[O:20])=[O:13])(=[O:8])[C:2]1[CH:7]=[CH:6][CH:5]=[CH:4][CH:3]=1 |f:2.3|. Procedure details: Benzoyl chloride (0.17 ml) was added to a pyridine solution (4.5 ml) of (S)-2-[[(S)-2-(hydroxyacetyl)-1-pyrrolidinyl]carbonyl]-N-[(4-methylphenyl)methyl]-1-pyrrolidinecarboxamide (0.46 g) obtained in Example 10, and the mixture was stirred under ice-cooling for 4 hours. The reaction mixture was poured into saturated potassium hydrogensulfate and extracted with methylene chloride. The extract was washed with saturated sodium hydrogencarbonate and water in order, dried over anhydrous sodium sulfat... Starting materials: C#C[C@@H](CCCCC)O ((R)-(+)-1-octyn-3-ol), IC1=C2/C(/C(NC2=CC=C1)=O)=C/C=1NC=CC1OC ((Z)-1,3-dihydro-4-iodo-3-[(3-methoxy-1H-pyrrol-2-yl)methylene]-2H-indol-2-one), IC1=C2/C(/C(NC2=CC=C1)=O)=C/C=1NC=CC1OC ((Z)-1,3-dihydro-4-iodo-3-[(3-methoxy-1H-pyrrol-2-yl)methylene]-2H-indol-2-one). Reagents/catalysts: Cl[Pd]([P](C1=CC=CC=C1)(C2=CC=CC=C2)C3=CC=CC=C3)([P](C4=CC=CC=C4)(C5=CC=CC=C5)C6=CC=CC=C6)Cl ((Ph3P)2PdCl2). Solvent: CCN(CC)CC (Et3N), CN(C)C=O (DMF). The product is O[C@@H](C#CC1=C2/C(/C(NC2=CC=C1)=O)=C/C=1NC=CC1OC)CCCCC ((R)-(Z)-1,3-dihydro-4-(3-hydroxy-1-octynyl)-3-[(3-methoxy-1H-pyrrol-2-yl)methylene]-2H-indol-2-one). RXN SMILES: [CH:1]#[C:2][C@H:3]([OH:9])[CH2:4][CH2:5][CH2:6][CH2:7][CH3:8].I[C:11]1[CH:19]=[CH:18][CH:17]=[C:16]2[C:12]=1/[C:13](=[CH:21]/[C:22]1[NH:23][CH:24]=[CH:25][C:26]=1[O:27][CH3:28])/[C:14](=[O:20])[NH:15]2>Cl[Pd](Cl)([P](C1C=CC=CC=1)(C1C=CC=CC=1)C1C=CC=CC=1)[P](C1C=CC=CC=1)(C1C=CC=CC=1)C1C=CC=CC=1.CN(C=O)C.CCN(CC)CC>[OH:9][C@H:3]([CH2:4][CH2:5][CH2:6][CH2:7][CH3:8])[C:2]#[C:1][C:11]1[CH:19]=[CH:18][CH:17]=[C:16]2[C:12]=1/[C:13](=[CH:21]/[C:22]1[NH:23][CH:24]=[CH:25][C:26]=1[O:27][CH3:28])/[C:14](=[O:20])[NH:15]2 |^1:31,50|. Procedure details: Using Method C above, (R)-(+)-1-octyn-3-ol (61 mg, 0.48 mmol) (Aldrich) was coupled with (Z)-1,3-dihydro-4-iodo-3-[(3-methoxy-1H-pyrrol-2-yl)methylene]-2H-indol-2-one (146 mg, 0.4 mmol) (Starting Material 2 supra) using (Ph3P)2PdCl2 (20 mg) and Cul (10 mg) as catalyst in DMF (2 mL) and Et3N (2 mL) as solvent at 70° C. for 15 h to yield (R)-(Z)-1,3-dihydro-4-(3-hydroxy-1-octynyl)-3-[(3-methoxy-1H-pyrrol-2-yl)methylene]-2H-indol-2-one. (Yield 91 mg, 62%).